describe an organic reaction: reactants, conditions, products, and yield From a dataset of the Open Reaction Database (ORD), a public repository of structured organic reaction records. The reactants are [Na] (sodium), ice water, Cl.C(C)N(CCCl)CC (2-diethylaminoethyl chloride hydrochloride), [Na] (sodium), C(C)OC(=O)C=1NC(=C2C=C(C=CC12)Cl)C1=CC=CC=C1 (5-chloro-3-phenyl-isoindole-1-carboxylic acid ethyl ester), [Cl-].[Na+] (sodium chloride). The solvent is C(C)O (ethanol), CN(C=O)C (dimethylformamide). Run at time 30 minute. Yields the product Cl.C(C)OC(=O)C=1N(C(=C2C=C(C=CC12)Cl)C1=CC=CC=C1)CCN(CC)CC (5-chloro-2-[2-(diethylamino)ethyl]-3-phenylisoindole-1-carboxylic acid ethyl ester hydrochloride). RXN SMILES: [Na].Cl.[CH2:3]([N:5]([CH2:9][CH3:10])[CH2:6][CH2:7][Cl:8])[CH3:4].[CH2:11]([O:13][C:14]([C:16]1[NH:17][C:18]([C:26]2[CH:31]=[CH:30][CH:29]=[CH:28][CH:27]=2)=[C:19]2[C:24]=1[CH:23]=[CH:22][C:21]([Cl:25])=[CH:20]2)=[O:15])[CH3:12].[Cl-].[Na+]>CN(C)C=O.C(O)C>[ClH:8].[CH2:11]([O:13][C:14]([C:16]1[N:17]([CH2:4][CH2:3][N:5]([CH2:9][CH3:10])[CH2:6][CH3:7])[C:18]([C:26]2[CH:31]=[CH:30][CH:29]=[CH:28][CH:27]=2)=[C:19]2[C:24]=1[CH:23]=[CH:22][C:21]([Cl:25])=[CH:20]2)=[O:15])[CH3:12] |f:1.2,4.5,8.9,^1:0|. Procedure details: Meanwhile, in a second flask, 4.6 g. of sodium are dissolved in 100 ml. of ethanol and treated at 0° C. with 34.5 g. of 2-diethylaminoethyl chloride hydrochloride. After dilution with 50 ml. of dimethylformamide and stirring for 30-40 minutes in an ice-bath, the obtained fine suspension is added dropwise at 0°-2° C. over a period of 15-20 minutes to the sodium derivative of 5-chloro-3-phenyl-isoindole-1-carboxylic acid ethyl ester prepared as in the foregoing paragraph. The mixture is subsequent...